From a dataset of the Open Reaction Database (ORD), a public repository of structured organic reaction records. describe an organic reaction: reactants, conditions, products, and yield Starting materials: ClC1=C(OCC=O)C=CC(=C1)Cl (2,4-dichlorophenoxyacetaldehyde), C(C(O)C1=CC=CC=C1)(=O)O (mandelic acid), B(F)(F)F.CCOCC (boron trifluoride etherate). Solvent: CCOCC (ether). Run at time 2 hour. The product is ClC1=C(OCC2OC(C(O2)=O)C2=CC=CC=C2)C=CC(=C1)Cl (2-(2,4-dichloro-phenoxymethyl)-5-phenyl-1,3-dioxolan-4-one). Yield: 31.8%. As a reaction SMILES: [Cl:1][C:2]1[CH:11]=[C:10]([Cl:12])[CH:9]=[CH:8][C:3]=1[O:4][CH2:5][CH:6]=[O:7].[C:13]([OH:23])(=[O:22])[CH:14]([C:16]1[CH:21]=[CH:20][CH:19]=[CH:18][CH:17]=1)O.B(F)(F)F.CCOCC>CCOCC>[Cl:1][C:2]1[CH:11]=[C:10]([Cl:12])[CH:9]=[CH:8][C:3]=1[O:4][CH2:5][CH:6]1[O:23][C:13](=[O:22])[CH:14]([C:16]2[CH:21]=[CH:20][CH:19]=[CH:18][CH:17]=2)[O:7]1 |f:2.3|. Reported procedure: A solution containing 5.1g (0.025 mole) of 2,4-dichlorophenoxyacetaldehyde, 4.25g (0.028 mole) of mandelic acid, and 10.0g (0.07 mole) of boron trifluoride etherate in 250 ml of ether was allowed to stir for 2 hours at ambient temperature, washed with aqueous sodium carbonate and water, dried and concentrated. The residual solid was purified by silica chromatography to give 2.7g of 2-(2,4-dichloro-phenoxymethyl)-5-phenyl-1,3-dioxolan-4-one, trans isomer, having a melting point of 68°-71°. Reactants: C(C)(C)(C)OC(=O)N1CCC(CC1)OC1=C(C=C(C=C1)C1=NN2C(S1)=NC=C2I)OC (4-[4-(5-iodo-imidazo[2,1-b][1,3,4]thiadiazol-2-yl)-2-methoxy-phenoxy]-piperidine-1-carboxylic acid tert-butyl ester), CC1(OB(OC1(C)C)C=1C=C(C(=NC1)N)C(F)(F)F)C (5-(4,4,5,5-tetramethyl-[1,3,2]dioxaborolan-2-yl)-3-trifluoromethyl-pyridin-2-ylamine), O1CCOCC1 (1,4-dioxane), C(=O)([O-])[O-].[K+].[K+] (K2CO3). Reagents/catalysts: Cl[Pd]([P](C1=CC=CC=C1)(C2=CC=CC=C2)C3=CC=CC=C3)([P](C4=CC=CC=C4)(C5=CC=CC=C5)C6=CC=CC=C6)Cl (Pd(PPh3)2Cl2). The solvent is O (H2O). Conditions: temperature 120 celsius. Yields the product C(C)(C)(C)OC(=O)N1CCC(CC1)OC1=C(C=C(C=C1)C1=NN2C(S1)=NC=C2C=2C=NC(=C(C2)C(F)(F)F)N)OC (4-{4-[5-(6-Amino-5-trifluoromethyl-pyridin-3-yl) -imidazo[2,1-b][1,3,4]thiadiazol-2-yl]-2-methoxy-phenoxy}-piperidine-1-carboxylic acid tert-butyl ester). Isolated yield 7.0%. Reaction SMILES: [C:1]([O:5][C:6]([N:8]1[CH2:13][CH2:12][CH:11]([O:14][C:15]2[CH:20]=[CH:19][C:18]([C:21]3[S:25][C:24]4=[N:26][CH:27]=[C:28](I)[N:23]4[N:22]=3)=[CH:17][C:16]=2[O:30][CH3:31])[CH2:10][CH2:9]1)=[O:7])([CH3:4])([CH3:3])[CH3:2].CC1(C)C(C)(C)OB([C:40]2[CH:41]=[C:42]([C:47]([F:50])([F:49])[F:48])[C:43]([NH2:46])=[N:44][CH:45]=2)O1.O1CCOCC1.C([O-])([O-])=O.[K+].[K+]>Cl[Pd](Cl)([P](C1C=CC=CC=1)(C1C=CC=CC=1)C1C=CC=CC=1)[P](C1C=CC=CC=1)(C1C=CC=CC=1)C1C=CC=CC=1.O>[C:1]([O:5][C:6]([N:8]1[CH2:13][CH2:12][CH:11]([O:14][C:15]2[CH:20]=[CH:19][C:18]([C:21]3[S:25][C:24]4=[N:26][CH:27]=[C:28]([C:40]5[CH:45]=[N:44][C:43]([NH2:46])=[C:42]([C:47]([F:50])([F:49])[F:48])[CH:41]=5)[N:23]4[N:22]=3)=[CH:17][C:16]=2[O:30][CH3:31])[CH2:10][CH2:9]1)=[O:7])([CH3:4])([CH3:3])[CH3:2] |f:3.4.5,^1:66,85|. Reported procedure: A mixture of 4-[4-(5-iodo-imidazo[2,1-b][1,3,4]thiadiazol-2-yl)-2-methoxy-phenoxy]-piperidine-1-carboxylic acid tert-butyl ester (94 mg, 0.169 mmol, 1 eq), 5-(4,4,5,5-tetramethyl-[1,3,2]dioxaborolan-2-yl)-3-trifluoromethyl-pyridin-2-ylamine (73 mg, 0.253 mmol, 1.5 eq), 1,4-dioxane (5 ml), K2CO3 (70 mg, 0.507 mmol, 3 eq), H2O (2 ml) and Pd(PPh3)2Cl2 (12 mg, 0.0169 mmol, 0.1 eq) was heated under microwave irradiation (120° C., 30 min). Solvents were removed and the residue was partitioned between ...